Dataset: the Open Reaction Database (ORD), a public repository of structured organic reaction records. Task: describe an organic reaction: reactants, conditions, products, and yield The reactants are C1(CCCC1)N1N=C(C=2C(=NC=CC21)OC)C=2C=C(C(=O)N)C=CC2 (3-(1-cyclopentyl-4-methoxy-1H-pyrazolo[4,3-c]pyridin-3-yl)benzamide), [I-].[Na+] (sodium iodide), Cl[Si](C)(C)C (chloro(trimethyl)silane), O (water). Solvent: C(C)#N (acetonitrile). Reaction conditions: temperature 60 celsius, time 30 minute. Product: C1(CCCC1)N1N=C(C=2C(NC=CC21)=O)C=2C=C(C(=O)N)C=CC2 (3-(1-cyclopentyl-4-oxo-4,5-dihydro-1H-pyrazolo[4,3-c]pyridin-3-yl)benzamide). Yield: 86.3%. Reaction SMILES: [CH:1]1([N:6]2[C:14]3[CH:13]=[CH:12][N:11]=[C:10]([O:15]C)[C:9]=3[C:8]([C:17]3[CH:18]=[C:19]([CH:23]=[CH:24][CH:25]=3)[C:20]([NH2:22])=[O:21])=[N:7]2)[CH2:5][CH2:4][CH2:3][CH2:2]1.[I-].[Na+].Cl[Si](C)(C)C.O>C(#N)C>[CH:1]1([N:6]2[C:14]3[CH:13]=[CH:12][NH:11][C:10](=[O:15])[C:9]=3[C:8]([C:17]3[CH:18]=[C:19]([CH:23]=[CH:24][CH:25]=3)[C:20]([NH2:22])=[O:21])=[N:7]2)[CH2:5][CH2:4][CH2:3][CH2:2]1 |f:1.2|. Procedure details: To a solution of 3-(1-cyclopentyl-4-methoxy-1H-pyrazolo[4,3-c]pyridin-3-yl)benzamide (61.2 mg) in acetonitrile (10 mL) were added sodium iodide (54.5 mg) and chloro(trimethyl)silane (0.184 mL), and the mixture was stirred at 60° C. for 30 min. To the reaction mixture was added water, and the mixture was extracted with ethyl acetate. The organic layer was washed with saturated brine, dried over anhydrous sodium sulfate, and concentrated under reduced pressure. The residue was purified by silica g...